This data is from the Open Reaction Database (ORD), a public repository of structured organic reaction records. The task is: describe an organic reaction: reactants, conditions, products, and yield Starting materials: [H-].[Na+] (Sodium hydride), ON1C=CC2=NC(=C(C=C21)C(=O)OCC)C(=O)OCC (Diethyl 1-hydroxypyrrolo[3,2-b]pyridine-5,6-dicarboxylate), C(C=C)Br (Allyl bromide). Run in O1CCCC1 (tetrahydrofuran). Conditions: temperature 0 celsius, time 30 minute. Yields the product C(C=C)ON1C=CC2=NC(=C(C=C21)C(=O)OCC)C(=O)OCC (diethyl 1-(allyloxy)pyrrolo[3,2-b]pyridine-5,6-dicarboxylate). Yield: 89.0%. Reaction SMILES: [OH:1][N:2]1[C:10]2[C:5](=[N:6][C:7]([C:16]([O:18][CH2:19][CH3:20])=[O:17])=[C:8]([C:11]([O:13][CH2:14][CH3:15])=[O:12])[CH:9]=2)[CH:4]=[CH:3]1.[H-].[Na+].[CH2:23](Br)[CH:24]=[CH2:25]>O1CCCC1>[CH2:25]([O:1][N:2]1[C:10]2[C:5](=[N:6][C:7]([C:16]([O:18][CH2:19][CH3:20])=[O:17])=[C:8]([C:11]([O:13][CH2:14][CH3:15])=[O:12])[CH:9]=2)[CH:4]=[CH:3]1)[CH:24]=[CH2:23] |f:1.2|. Reported procedure: Diethyl 1-hydroxypyrrolo[3,2-b]pyridine-5,6-dicarboxylate (6.2 g, 0.022 mol) is dissolved in (200 mL) dry tetrahydrofuran and cooled to 0° C. under nitrogen. Sodium hydride (0.77 g, 0.033 mol) is added in portions over ten minutes and the reaction is stirred for 30 minutes at 0° C. Allyl bromide (2.01 mL, 0.024 mol) is added all at once the suspension and the mixture allowed to warm to room temperature and then stirred for 16 hours. The mixture is filtered and the filtrate concentrated in vacuo.... The reactants are FC([C@@](C(=O)NN)(C)O)(F)F ((2S)-3,3,3-trifluoro-2-hydroxy-2-methylpropanohydrazide), N#CBr (cyanogen bromide), C([O-])(O)=O.[K+] (potassium bicarbonate). The solvent is O (water). Reaction conditions: time 30 minute. The product is NC1=NN=C(O1)[C@](C(F)(F)F)(C)O ((2S)-2-(5-Amino-1,3,4-oxadiazol-2-yl)-1,1,1-trifluoropropan-2-ol). RXN SMILES: [F:1][C:2]([F:11])([F:10])[C@:3]([OH:9])([CH3:8])[C:4]([NH:6][NH2:7])=[O:5].[N:12]#[C:13]Br.C(=O)(O)[O-].[K+]>O>[NH2:12][C:13]1[O:5][C:4]([C@@:3]([OH:9])([CH3:8])[C:2]([F:10])([F:11])[F:1])=[N:6][N:7]=1 |f:2.3|. Procedure details: To a solution of (2S)-3,3,3-trifluoro-2-hydroxy-2-methylpropanohydrazide (3.0 g, 17.5 mmol) in water (17 ml) was added cyanogen bromide (1.87 g, 17.7 mmol) and potassium bicarbonate (1.82 g, 18.1 mmol). The reaction mixture was stirred 30 min at rt until a white precipitate was formed. The precipitate was filtered and washed with water followed by a mixture of ether-hexanes (1:1) to afford the title compound. 1H NMR (400 MHz, acetone-d6): δ 6.57 (bs, 2H), 6.20 (bs, 1H), 1.80 (s, 3H). The reactants are CC(C)(C)c1cccc(C=O)c1O, O=c1cc(N2CCNCC2)nc[nH]1. The product is CC(C)(C)c1cccc(CN2CCN(c3cc(=O)[nH]cn3)CC2)c1O. As a reaction SMILES: [C:14]([CH3:15])([CH3:16])([CH3:17])[c:18]1[c:19]([OH:26])[c:20]([CH:21]=[O:22])[cH:23][cH:24][cH:25]1.[N:1]1([c:7]2[cH:8][c:9](=[O:13])[nH:10][cH:11][n:12]2)[CH2:2][CH2:3][NH:4][CH2:5][CH2:6]1>>[N:1]1([c:7]2[cH:8][c:9](=[O:13])[nH:10][cH:11][n:12]2)[CH2:2][CH2:3][N:4]([CH2:21][c:20]2[c:19]([OH:26])[c:18]([C:14]([CH3:15])([CH3:16])[CH3:17])[cH:25][cH:24][cH:23]2)[CH2:5][CH2:6]1. RXN SMILES: [Ag:52].[C:43]([c:44]1[cH:45][cH:46][n:47][cH:48][cH:49]1)(=[O:50])[OH:51].[CH2:1]([CH:2]=[CH2:3])[O:4][C:5]([C:6](=[P:7]([c:8]1[cH:9][cH:10][cH:11][cH:12][cH:13]1)([c:14]1[cH:15][cH:16][cH:17][cH:18][cH:19]1)[c:20]1[cH:21][cH:22][cH:23][cH:24][cH:25]1)[N:26]1[C:27](=[O:40])[CH:28]([CH:31]([CH3:32])[O:33][C:34](=[O:35])[O:36][CH2:37][CH:38]=[CH2:39])[CH:29]1[SH:30])=[O:41].[Cl-:42]>>[CH2:1]([CH:2]=[CH2:3])[O:4][C:5]([C:6](=[P:7]([c:8]1[cH:9][cH:10][cH:11][cH:12][cH:13]1)([c:14]1[cH:15][cH:16][cH:17][cH:18][cH:19]1)[c:20]1[cH:21][cH:22][cH:23][cH:24][cH:25]1)[N:26]1[C:27](=[O:40])[CH:28]([CH:31]([CH3:32])[O:33][C:34](=[O:35])[O:36][CH2:37][CH:38]=[CH2:39])[CH:29]1[S:30][C:43]([c:44]1[cH:45][cH:46][n:47][cH:48][cH:49]1)=[O:50])=[O:41]. Yields the product C=CCOC(=O)OC(C)C1C(=O)N(C(C(=O)OCC=C)=P(c2ccccc2)(c2ccccc2)c2ccccc2)C1SC(=O)c1ccncc1. The reactants are [Ag], O=C(O)c1ccncc1, C=CCOC(=O)OC(C)C1C(=O)N(C(C(=O)OCC=C)=P(c2ccccc2)(c2ccccc2)c2ccccc2)C1S, [Cl-]. Starting materials: ON=C(C(=O)OCC)C(=O)C1=CC=C(C=C1)F (ethyl 2-hydroxyimino-3-(4-fluorophenyl)-3-oxopropionate), [N+](=O)([O-])C=1C=C(CN)C=CC1 (3-nitrobenzylamine), [OH-].[Na+] (sodium hydroxide). Run in C(C)O (ethyl alcohol). Yields the product FC1=CC=C(C=C1)C1=C(N=C(N1)C1=CC(=CC=C1)[N+](=O)[O-])C(=O)O (5-(4-fluorophenyl)-2-(3-nitrophenyl)imidazole-4-carboxylic acid). As a reaction SMILES: O[N:2]=[C:3]([C:9]([C:11]1[CH:16]=[CH:15][C:14]([F:17])=[CH:13][CH:12]=1)=O)[C:4]([O:6]CC)=[O:5].[N+:18]([C:21]1[CH:22]=[C:23]([CH:26]=[CH:27][CH:28]=1)[CH2:24][NH2:25])([O-:20])=[O:19].[OH-].[Na+]>C(O)C>[F:17][C:14]1[CH:13]=[CH:12][C:11]([C:9]2[NH:25][C:24]([C:23]3[CH:26]=[CH:27][CH:28]=[C:21]([N+:18]([O-:20])=[O:19])[CH:22]=3)=[N:2][C:3]=2[C:4]([OH:6])=[O:5])=[CH:16][CH:15]=1 |f:2.3|. Reported procedure: Ethyl 5-(4-fluorophenyl)-2-(3-nitrophenyl)imidazole-4-carboxylate obtained by reacting and treating ethyl 2-hydroxyimino-3-(4-fluorophenyl)-3-oxopropionate and 3-nitrobenzylamine in the same manner as in Starting Material Synthetic Example 1 is dissolved in ethyl alcohol and 1 M aqueous sodium hydroxide solution is added. The mixture is reacted and treated in the same manner as in Starting Material Synthetic Example 2 to give 5-(4-fluorophenyl)-2-(3-nitrophenyl)imidazole-4-carboxylic acid.